Dataset: the Open Reaction Database (ORD), a public repository of structured organic reaction records. Task: describe an organic reaction: reactants, conditions, products, and yield The reactants are N#CC1(CNc2cccc(Br)n2)CCOCC1, COCCOC, OB(O)c1cc(F)ncc1Cl. Yields the product N#CC1(CNc2cccc(-c3cc(F)ncc3Cl)n2)CCOCC1. RXN SMILES: [Br:1][c:2]1[cH:3][cH:4][cH:5][c:6]([NH:8][CH2:9][C:10]2([C:16]#[N:17])[CH2:11][CH2:12][O:13][CH2:14][CH2:15]2)[n:7]1.[CH3:29][O:30][CH2:31][CH2:32][O:33][CH3:34].[Cl:18][c:19]1[c:20]([B:26]([OH:27])[OH:28])[cH:21][c:22]([F:25])[n:23][cH:24]1>>[c:2]1(-[c:20]2[c:19]([Cl:18])[cH:24][n:23][c:22]([F:25])[cH:21]2)[cH:3][cH:4][cH:5][c:6]([NH:8][CH2:9][C:10]2([C:16]#[N:17])[CH2:11][CH2:12][O:13][CH2:14][CH2:15]2)[n:7]1.